Dataset: the Open Reaction Database (ORD), a public repository of structured organic reaction records. Task: describe an organic reaction: reactants, conditions, products, and yield The reactants are O=C([O-])[O-], N#Cc1ccccc1O, CN1CCCC1=O, Cc1ccccc1, COC=C(C(=O)OC)c1ccccc1Oc1cc(Cl)ncn1, [K+], [K+], O. The product is COC=C(C(=O)OC)c1ccccc1Oc1cc(Oc2ccccc2C#N)ncn1. Reaction SMILES: [C:10](=[O:11])([O-:12])[O-:13].[C:1](#[N:2])[c:3]1[c:4]([OH:9])[cH:5][cH:6][cH:7][cH:8]1.[CH3:16][N:17]1[CH2:18][CH2:19][CH2:20][C:21]1=[O:22].[CH3:45][c:46]1[cH:47][cH:48][cH:49][cH:50][cH:51]1.[Cl:23][c:24]1[cH:25][c:26]([O:30][c:31]2[c:32]([C:37]([C:38](=[O:39])[O:40][CH3:41])=[CH:42][O:43][CH3:44])[cH:33][cH:34][cH:35][cH:36]2)[n:27][cH:28][n:29]1.[K+:14].[K+:15].[OH2:52]>>[C:1](#[N:2])[c:3]1[c:4]([O:9][c:24]2[cH:25][c:26]([O:30][c:31]3[c:32]([C:37]([C:38](=[O:39])[O:40][CH3:41])=[CH:42][O:43][CH3:44])[cH:33][cH:34][cH:35][cH:36]3)[n:27][cH:28][n:29]2)[cH:5][cH:6][cH:7][cH:8]1. The reactants are FC1=C(C#N)C=CC(=C1)N1C2=CC=CC=C2C=2C(=CC=CC12)C1=NC2=C(N1)C=C(C=C2)F (2-fluoro-4-[4-(6-fluoro-1H-benzimidazol-2-yl)-carbazol-9-yl]benzonitrile), aqueous solution, [OH-].[Na+] (sodium hydroxide), aqueous solution, OO (hydrogen peroxide), C([O-])([O-])=O.[K+].[K+] (potassium carbonate), Cl.FCCCN (3-fluoropropylamine hydrochloride). Solvent: CS(=O)C (dimethyl sulphoxide), C(C)N(CC)CC (triethylamine), C(C)O (ethanol). The product is FC=1C=CC2=C(NC(=N2)C2=CC=CC=3N(C4=CC=CC=C4C23)C2=CC(=C(C(=O)N)C=C2)NCCCF)C1 (4-[4-(6-fluoro-1H-benzimidazol-2-yl)-9H-carbazol-9-yl]-2-(3-fluoropropylamino)benzamide). Reaction SMILES: F[C:2]1[CH:9]=[C:8]([N:10]2[C:22]3[CH:21]=[CH:20][CH:19]=[C:18]([C:23]4[NH:27][C:26]5[CH:28]=[C:29]([F:32])[CH:30]=[CH:31][C:25]=5[N:24]=4)[C:17]=3[C:16]3[C:11]2=[CH:12][CH:13]=[CH:14][CH:15]=3)[CH:7]=[CH:6][C:3]=1[C:4]#[N:5].C(=O)([O-])[O-].[K+].[K+].Cl.[F:40][CH2:41][CH2:42][CH2:43][NH2:44].[OH-:45].[Na+].OO>CS(C)=O.C(O)C.C(N(CC)CC)C>[F:32][C:29]1[CH:30]=[CH:31][C:25]2[N:24]=[C:23]([C:18]3[C:17]4[C:16]5[C:11](=[CH:12][CH:13]=[CH:14][CH:15]=5)[N:10]([C:8]5[CH:7]=[CH:6][C:3]([C:4]([NH2:5])=[O:45])=[C:2]([NH:44][CH2:43][CH2:42][CH2:41][F:40])[CH:9]=5)[C:22]=4[CH:21]=[CH:20][CH:19]=3)[NH:27][C:26]=2[CH:28]=1 |f:1.2.3,4.5,6.7|. Procedure: The process is carried out as in stage 3 of Example 3, but using 200 mg of 2-fluoro-4-[4-(6-fluoro-1H-benzimidazol-2-yl)-carbazol-9-yl]benzonitrile, obtained according to stage 2 of Example 3, 197.3 mg of potassium carbonate, 1.081 g of 3-fluoropropylamine hydrochloride and 0.963 g of triethylamine in 2 ml of dimethyl sulphoxide. 0.904 ml of a 1M aqueous solution of sodium hydroxide, 0.875 ml of a 30% aqueous solution of hydrogen peroxide and 4 ml of ethanol are then added to the reaction medium... Procedure details: With the procedure of Example 477, the reaction of 2-cyanopyrazine and 2-amino-4-methyl-3-ethoxycarbonyl-thiophene, and the subsequent reaction with POCl3 yields 4-chloro-2-(pyrazin-2-yl)-5-methyl-thieno-[2,3-d]-pyrimidine The product is ClC=1C2=C(N=C(N1)C1=NC=CN=C1)SC=C2C (4-chloro-2-(pyrazin-2-yl)-5-methyl-thieno-[2,3-d]-pyrimidine). Starting materials: C(#N)C1=NC=CN=C1 (2-cyanopyrazine), NC=1SC=C(C1C(=O)OCC)C (2-amino-4-methyl-3-ethoxycarbonyl-thiophene), O=P(Cl)(Cl)Cl (POCl3). As a reaction SMILES: [C:1]([C:3]1[CH:8]=[N:7][CH:6]=[CH:5][N:4]=1)#[N:2].[NH2:9][C:10]1[S:11][CH:12]=[C:13]([CH3:20])[C:14]=1[C:15](OCC)=O.O=P(Cl)(Cl)[Cl:23]>>[Cl:23][C:15]1[C:14]2[C:13]([CH3:20])=[CH:12][S:11][C:10]=2[N:9]=[C:1]([C:3]2[CH:8]=[N:7][CH:6]=[CH:5][N:4]=2)[N:2]=1. The reactants are FC(C1=CC=C(N)C=C1)(F)F (4-trifluoromethylaniline), CC(C#N)(O)C (acetone cyanohydrin), S(=O)(=O)([O-])[O-].[Mg+2] (magnesium sulfate). Solvent: C(C)(=O)OCC (ethyl acetate). Run at temperature 80 celsius, time 12 hour. Yields the product CC(C#N)(C)NC1=CC=C(C=C1)C(F)(F)F (2-methyl-2-(4-trifluoromethylphenyl)aminopropanenitrile). Isolated yield 95.0%. Reaction SMILES: [F:1][C:2]([F:11])([F:10])[C:3]1[CH:9]=[CH:8][C:6]([NH2:7])=[CH:5][CH:4]=1.[CH3:12][C:13]([CH3:17])(O)[C:14]#[N:15].S([O-])([O-])(=O)=O.[Mg+2]>C(OCC)(=O)C>[CH3:12][C:13]([NH:7][C:6]1[CH:8]=[CH:9][C:3]([C:2]([F:10])([F:11])[F:1])=[CH:4][CH:5]=1)([CH3:17])[C:14]#[N:15] |f:2.3|. Procedure details: A mixture of 4-trifluoromethylaniline (1.61 g, 10 mmol), acetone cyanohydrin (5 ml) and magnesium sulfate (2 g) was heated to 80° C. and stirred for 12 h. To the medium was added ethyl acetate (50 ml) and then washed with water (3×30 ml). The organic layer was dried over MgSO4 and concentrated under vacuum to dryness to yield 20a (2.166 g, 9.5 mmol, 95%) as brown solid.